From a dataset of the Open Reaction Database (ORD), a public repository of structured organic reaction records. describe an organic reaction: reactants, conditions, products, and yield Starting materials: FC1=C(C=CC(=O)O)C=CC=C1 (2-fluorocinnamic acid), N1(C=NC=C1)C=1C=C(C=CC1)[C@H](C)N ((S)-1-(3-imidazol-1-yl-phenyl)-ethylamine). Product: FC1=C(C=CC=C1)C=CC(=O)N[C@@H](C)C1=CC(=CC=C1)N1C=NC=C1 ((S)-3-(2-Fluoro-phenyl)-N-[1-(3-imidazol-1-yl-phenyl)-ethyl]-acrylamide). RXN SMILES: [F:1][C:2]1[CH:12]=[CH:11][CH:10]=[CH:9][C:3]=1[CH:4]=[CH:5][C:6]([OH:8])=O.[N:13]1([C:18]2[CH:19]=[C:20]([C@@H:24]([NH2:26])[CH3:25])[CH:21]=[CH:22][CH:23]=2)[CH:17]=[CH:16][N:15]=[CH:14]1>>[F:1][C:2]1[CH:12]=[CH:11][CH:10]=[CH:9][C:3]=1[CH:4]=[CH:5][C:6]([NH:26][C@H:24]([C:20]1[CH:21]=[CH:22][CH:23]=[C:18]([N:13]2[CH:17]=[CH:16][N:15]=[CH:14]2)[CH:19]=1)[CH3:25])=[O:8]. Procedure details: The title compound was prepared from 2-fluorocinnamic acid and (S)-1-(3-imidazol-1-yl-phenyl)-ethylamine following the general procedures as described for Example 1. The reactants are C(C)(C)(C)OC(=O)C(C(=O)OCC)CCC1=CC=C(C=C1)F (ethyl 2-(t-butoxycarbonyl)-4-(p-fluorophenyl)butyrate), O.[Cl-].[Na+].O (water brine), CC(C)([O-])C.[Na+] (sodium t-butoxide), ClC(F)F (chlorodifluoromethane). The solvent is O1CCCC1 (tetrahydrofuran). Reaction conditions: temperature 45 celsius, time 1 hour. Product: F\C=C(\CO)/CCC1=CC=C(C=C1)F ((E)-2-(fluoromethylene)-4-(p-fluorophenyl)butan-1-ol). As a reaction SMILES: C([O:5][C:6]([CH:8]([CH2:14][CH2:15][C:16]1[CH:21]=[CH:20][C:19]([F:22])=[CH:18][CH:17]=1)[C:9](OCC)=O)=O)(C)(C)C.CC(C)([O-])C.[Na+].ClC(F)[F:31].O.[Cl-].[Na+].O>O1CCCC1>[F:31]/[CH:9]=[C:8](\[CH2:14][CH2:15][C:16]1[CH:21]=[CH:20][C:19]([F:22])=[CH:18][CH:17]=1)/[CH2:6][OH:5] |f:1.2,4.5.6.7|. Reported procedure: Combine ethyl 2-(t-butoxycarbonyl)-4-(p-fluorophenyl)butyrate (32.14 g) and sodium t-butoxide (19.81 g) in tetrahydrofuran (400 mL). Stir the mixture for 1 hour, then heat to 45° C. Add an excess of chlorodifluoromethane over about 15 minutes. After 1 hour under an atmosphere of chlorodifluoromethane, allow the temperature to fall to ambient. Pour the reaction mixture into water/brine. Extract with diethyl ether. Dry the organic layer over MgSO4, filter, and evaporate in vacuo to give the title ... The reactants are C(C)(C)(C)OC(=O)N1[C@@H]2CC3=C([C@](CC1)([C@@H]2C)C)C=C(C=C3)C(=O)NN ((2R,6R,11S)-8-Hydrazinocarbonyl-6,11-dimethyl-1,2,5,6-tetrahydro-4H-2,6-methano-benzo[d]azocine-3-carboxylic acid tert-butyl ester), C(OCC)(OCC)(OCC)C ((EtO)3CMe). The product is C(C)(C)(C)OC(=O)N1[C@@H]2CC3=C([C@](CC1)([C@@H]2C)C)C=C(C=C3)C=3OC(=NN3)C ((2R,6R,11S)-6,11-Dimethyl-8-(5-methyl-[1,3,4]oxadiazol-2-yl)-1,2,5,6-tetrahydro-4H-2,6-methano-benzo[d]azocine-3-carboxylic acid tert-butyl ester). As a reaction SMILES: [C:1]([O:5][C:6]([N:8]1[CH2:15][CH2:14][C@:13]2([CH3:18])[C@H:16]([CH3:17])[C@H:9]1[CH2:10][C:11]1[CH:22]=[CH:21][C:20]([C:23]([NH:25][NH2:26])=[O:24])=[CH:19][C:12]=12)=[O:7])([CH3:4])([CH3:3])[CH3:2].[C:27]([CH3:37])(OCC)(OCC)OCC>>[C:1]([O:5][C:6]([N:8]1[CH2:15][CH2:14][C@:13]2([CH3:18])[C@H:16]([CH3:17])[C@H:9]1[CH2:10][C:11]1[CH:22]=[CH:21][C:20]([C:23]3[O:24][C:27]([CH3:37])=[N:26][N:25]=3)=[CH:19][C:12]=12)=[O:7])([CH3:2])([CH3:3])[CH3:4]. Procedure: (2R,6R,11S)-8-Hydrazinocarbonyl-6,11-dimethyl-1,2,5,6-tetrahydro-4H-2,6-methano-benzo[d]azocine-3-carboxylic acid tert-butyl ester (0.50 g) in (EtO)3CMe (2 mL) is heated in a microwave oven at 120° C. for 30 min. After cooling to room temperature, the mixture is concentrated under reduced pressure and the residue is purified by HPLC on reversed phase (MeCN/H2O/NH4OH) to give the title compound. Starting materials: Cl.N(C1=CC=CC=C1)C1=CC(=NC2=CC=C3C(=C12)NC=N3)C (9-Anilino-7-methyl-1H-imidazo[4,5-f]quinoline Hydrochloride), CN(C=O)C (dimethylformamide). The solvent is C(C)(C)O (isopropanol). Run at temperature 110 celsius, time 8 hour. Yields the product O.Cl.ClC=1C=C(NC2=CC(=NC3=CC=C4C(=C23)NC=N4)C)C=CC1CCCC.ClC=1C=C(NC4=CC(=NC2=CC=C3C(=C42)NC=N3)C)C=CC1CCCC.Cl (9-(3-Chloro-4-n-butylanilino)-7-methyl-1H-imidazo[4,5-f]quinoline Hydrochloride Hemihydrate). RXN SMILES: [ClH:1].[NH:2]([C:9]1[C:18]2[C:13](=[CH:14][CH:15]=[C:16]3[N:21]=[CH:20][NH:19][C:17]3=2)[N:12]=[C:11]([CH3:22])[CH:10]=1)[C:3]1[CH:8]=[CH:7][CH:6]=[CH:5][CH:4]=1.CN(C)C=[O:26]>C(O)(C)C>[OH2:26].[ClH:1].[Cl:1][C:5]1[CH:4]=[C:3]([CH:8]=[CH:7][C:6]=1[CH2:8][CH2:3][CH2:4][CH3:5])[NH:2][C:9]1[C:18]2[C:13](=[CH:14][CH:15]=[C:16]3[N:21]=[CH:20][NH:19][C:17]3=2)[N:12]=[C:11]([CH3:22])[CH:10]=1.[Cl:1][C:5]1[CH:4]=[C:3]([CH:8]=[CH:7][C:6]=1[CH2:18][CH2:9][CH2:10][CH3:11])[NH:2][C:9]1[C:18]2[C:13](=[CH:14][CH:15]=[C:16]3[N:21]=[CH:20][NH:19][C:17]3=2)[N:12]=[C:11]([CH3:22])[CH:10]=1.[ClH:1] |f:0.1,4.5.6.7.8|. Procedure: A 500 ml. 3-neck, r.b. flask fitted with stirrer, condenser and thermometer was charged with the remainder of the filtrate from part A, the compound of Example I, C.(20.9 g. 0.0962 mole) and an additional 100 ml. dimethylformamide. The mixture was stirred overnight while heating at 110°C. The solution was chilled and the crystals were collected by filtration and dried at 60°C to yield 23 g. off white crystals, m.p. 260°- 268°C. The filtrate was concentrated to 150 ml. by rotary evapaorator and c... Starting materials: C=1(O)C(O)=CC=CC1 (catechol), CNC1=CC=CC=C1 (N-methylaniline), S(=O)(=O)([O-])[O-].[Na+].[Na+] (sodium sulfate). The reagents and catalysts are [Ag]=O (silver oxide). The solvent is CC(=O)C (acetone). Reaction conditions: time 10 minute. Yields the product CN(C1=CC=CC=C1)C1=CC(C(C=C1)=O)=O (4-(N-Methylanilino)-1,2-benzoquinone). RXN SMILES: [C:1]1([C:3](=[CH:5][CH:6]=[CH:7][CH:8]=1)[OH:4])[OH:2].[CH3:9][NH:10][C:11]1[CH:16]=[CH:15][CH:14]=[CH:13][CH:12]=1.S([O-])([O-])(=O)=O.[Na+].[Na+]>CC(C)=O.[Ag]=O>[CH3:9][N:10]([C:6]1[CH:7]=[CH:8][C:1](=[O:2])[C:3](=[O:4])[CH:5]=1)[C:11]1[CH:16]=[CH:15][CH:14]=[CH:13][CH:12]=1 |f:2.3.4|. Procedure: 2.2 g (0.02 mole) catechol and 2.0 g (0.019 mole) N-methylaniline were dissolved in 80 ml acetone. Then 18.8 g (0.08 mole) silver oxide was added followed by 20 g anhydrous sodium sulfate. The mixture was stirred at room temperature for 10 minutes and filtered. The residue was washed with several portions of acetone totaling 50 ml. The filtrate was diluted with ligroin (bp 60°-80° C.) and the solid was filtered and washed with ligroin to give 2.6 g (60%). Thin-layer chromatography on Eastman Chr... Starting materials: C([O-])([O-])=O.[K+].[K+] (potassium carbonate), C(CCC)O (1-butanol), BrCCCCl (1-bromo-3-chloropropane), C(C1=CC=CC=C1)(C1=CC=CC=C1)N (benzhydrylamine). The solvent is O (water), C1(=CC=CC=C1)C (toluene), O (water). Run at temperature 100 celsius, time 8 hour. The product is C(C1=CC=CC=C1)(C1=CC=CC=C1)N1CCC1 (N-Benzhydrylazetidine). The yield is 75.0%. As a reaction SMILES: C(=O)([O-])[O-].[K+].[K+].[CH2:7](O)[CH2:8][CH2:9]C.BrCCCCl.[CH:17]([NH2:30])([C:24]1[CH:29]=[CH:28][CH:27]=[CH:26][CH:25]=1)[C:18]1[CH:23]=[CH:22][CH:21]=[CH:20][CH:19]=1>O.C1(C)C=CC=CC=1>[CH:17]([N:30]1[CH2:9][CH2:8][CH2:7]1)([C:24]1[CH:25]=[CH:26][CH:27]=[CH:28][CH:29]=1)[C:18]1[CH:23]=[CH:22][CH:21]=[CH:20][CH:19]=1 |f:0.1.2|. Procedure details: To A solution of 6.9 kg (50 moles) of potassium carbonate in 7.5 liters of water was added 18.5 liters of 1-butanol, 7.85 kg (50 moles) of 1-bromo-3-chloropropane and 5.18 kg (25 moles) of benzhydrylamine (97% purity with 10% toluene as a residual solvent). The reaction mixture was heated to 100° C. externally with steam and stirred slowly under a nitrogen gas atmosphere overnight. About 12 liters of water was added to the mixture to dissolve some inorganic salt precipitate. The layers were sepa... Starting materials: COC1=CC=C2C(=NN(C2=C1)C(C)=O)C(F)(F)F (1-(6-methoxy-3-trifluoromethylindazol-1-yl)ethanone), aqueous solution, [OH-].[Na+] (sodium hydroxide). Run in Br (Hydrobromic acid). Conditions: temperature 110 celsius, time 8 hour. Product: FC(C1=NNC2=CC(=CC=C12)O)(F)F (3-Trifluoromethylindazol-6-ol). Isolated yield 91.9%. RXN SMILES: C[O:2][C:3]1[CH:11]=[C:10]2[C:6]([C:7]([C:15]([F:18])([F:17])[F:16])=[N:8][N:9]2C(=O)C)=[CH:5][CH:4]=1.[OH-].[Na+]>Br>[F:18][C:15]([F:16])([F:17])[C:7]1[C:6]2[C:10](=[CH:11][C:3]([OH:2])=[CH:4][CH:5]=2)[NH:9][N:8]=1 |f:1.2|. Reported procedure: Hydrobromic acid (100 mL; manufactured by Wako Pure Chemical Industries, Ltd.) was added to 1-(6-methoxy-3-trifluoromethylindazol-1-yl)ethanone (2.5826 g) that can be produced by the method described in Reference Example 34 or the like, and the mixture was stirred overnight at 110° C. The reaction solution was cooled to 0° C., and then was neutralized with a 5 mol/L aqueous solution of sodium hydroxide to adjust the pH to about 7. The reaction solution was extracted once with ethyl acetate. The ... The reactants are C(#N)C=1C(=C2C=CN(C2=CC1)CC(NO)=N)C(F)(F)F (2-[5-cyano-4-(trifluoromethyl)-1H-indol-1-yl]-N-hydroxyethanimidamide), ClC=1C=C(C(=O)O)C=C(C1F)F (3-chloro-4,5-difluorobenzoic acid). Product: ClC=1C=C(C=C(C1F)F)C1=NC(=NO1)CN1C=CC2=C(C(=CC=C12)C#N)C(F)(F)F (1-{[5-(3-Chloro-4,5-difluorophenyl)-1,2,4-oxadiazol-3-yl]methyl}-4-(trifluoromethyl)-1H-indole-5-carbonitrile). As a reaction SMILES: [C:1]([C:3]1[C:4]([C:17]([F:20])([F:19])[F:18])=[C:5]2[C:9](=[CH:10][CH:11]=1)[N:8]([CH2:12][C:13](=[NH:16])[NH:14][OH:15])[CH:7]=[CH:6]2)#[N:2].[Cl:21][C:22]1[CH:23]=[C:24]([CH:28]=[C:29]([F:32])[C:30]=1[F:31])[C:25](O)=O>>[Cl:21][C:22]1[CH:23]=[C:24]([C:25]2[O:15][N:14]=[C:13]([CH2:12][N:8]3[C:9]4[C:5](=[C:4]([C:17]([F:19])([F:20])[F:18])[C:3]([C:1]#[N:2])=[CH:11][CH:10]=4)[CH:6]=[CH:7]3)[N:16]=2)[CH:28]=[C:29]([F:32])[C:30]=1[F:31]. Procedure details: Synthesized as described in Example 241 from 2-[5-cyano-4-(trifluoromethyl)-1H-indol-1-yl]-N-hydroxyethanimidamide and 3-chloro-4,5-difluorobenzoic acid: MS (APCl) m/z 440 (M+1). Reactants: N1(CCOCC1)[C@@H]1CC[C@H](CC1)O (trans-4-(morpholin-4-yl)cyclohexan-1-ol), [H-].[Na+] (sodium hydride), ClC=1C=CC=C2SC=3CCCC3C12 (12-chloro-7-thiatricyclo[6.4.0.0^[2,6]]dodeca-1(12),2(6),8,10-tetraene). Solvent: CN(C=O)C (N,N-dimethylformamide), CN(C)C=O (DMF). Reaction conditions: temperature 80 celsius, time 0.5 hour. Yields the product C=12C=3CCCC3SC2=CC=CC1OC1CCC(CC1)N1CCOCC1 (4-(4-[7-thiatricyclo[6.4.0.0^[2,6]]dodeca-1(12),2(6),8,10-tetraen-12-yloxy]cyclohexyl)morpholine). Isolated yield 30.8%. Reaction SMILES: [N:1]1([C@H:7]2[CH2:12][CH2:11][C@H:10]([OH:13])[CH2:9][CH2:8]2)[CH2:6][CH2:5][O:4][CH2:3][CH2:2]1.[H-].[Na+].Cl[C:17]1[CH:18]=[CH:19][CH:20]=[C:21]2[C:28]=1[C:27]1[CH2:26][CH2:25][CH2:24][C:23]=1[S:22]2>CN(C)C=O>[C:28]12[C:21](=[CH:20][CH:19]=[CH:18][C:17]=1[O:13][CH:10]1[CH2:9][CH2:8][CH:7]([N:1]3[CH2:2][CH2:3][O:4][CH2:5][CH2:6]3)[CH2:12][CH2:11]1)[S:22][C:23]1[CH2:24][CH2:25][CH2:26][C:27]2=1 |f:1.2|. Procedure: To a solution of trans-4-(morpholin-4-yl)cyclohexan-1-ol (213 mg, 1.15 mmol, 2.00 equiv) in distilled N,N-dimethylformamide (10 mL) was added sodium hydride (69 mg, 2.88 mmol, 3.00 equiv, 60% dispersion in mineral oil) at room temperature and the resulting solution was stirred for 0.5 h at 80° C. in an oil bath under nitrogen. Then a solution of 12-chloro-7-thiatricyclo[6.4.0.0^[2,6]]dodeca-1(12),2(6),8,10-tetraene (120 mg, 0.57 mmol, 1.00 equiv) in 3 mL of DMF was added via syringe and the resu...